Dataset: the Open Reaction Database (ORD), a public repository of structured organic reaction records. Task: describe an organic reaction: reactants, conditions, products, and yield Reported procedure: A mixture of ethyl 7-hydroxy-5-[4-(methylsulfonyl)phenoxy]-1H-indole-2-carboxylate (2.0 g), tributylphosphine (2.6 mL), 1,1′-(azodicarbonyl)dipiperidine (2.69 g), 2-propanol (0.81 mL) and tetrahydrofuran (50 mL) was stirred at 70° C. for 5.5 h. Furthermore, tributylphosphine (0.7 mL) and 1,1′-(azodicarbonyl)dipiperidine (0.7 g) were added to the mixture. After stirring at 70° C. for 2 h, the mixture was cooled to 0° C. and a precipitate was removed by filtration. The filtrate was concentrated an... Reactants: C(CCC)P(CCCC)CCCC (tributylphosphine), N(=NC(=O)N1CCCCC1)C(=O)N1CCCCC1 (1,1′-(azodicarbonyl)dipiperidine), OC=1C=C(C=C2C=C(NC12)C(=O)OCC)OC1=CC=C(C=C1)S(=O)(=O)C (ethyl 7-hydroxy-5-[4-(methylsulfonyl)phenoxy]-1H-indole-2-carboxylate), C(CCC)P(CCCC)CCCC (tributylphosphine), N(=NC(=O)N1CCCCC1)C(=O)N1CCCCC1 (1,1′-(azodicarbonyl)dipiperidine), CC(C)O (2-propanol). RXN SMILES: [OH:1][C:2]1[CH:3]=[C:4]([O:16][C:17]2[CH:22]=[CH:21][C:20]([S:23]([CH3:26])(=[O:25])=[O:24])=[CH:19][CH:18]=2)[CH:5]=[C:6]2[C:10]=1[NH:9][C:8]([C:11]([O:13][CH2:14][CH3:15])=[O:12])=[CH:7]2.[CH2:27](P(CCCC)CCCC)[CH2:28][CH2:29]C.N(C(N1CCCCC1)=O)=NC(N1CCCCC1)=O.CC(O)C>O1CCCC1>[CH3:27][CH:28]([O:1][C:2]1[CH:3]=[C:4]([O:16][C:17]2[CH:22]=[CH:21][C:20]([S:23]([CH3:26])(=[O:25])=[O:24])=[CH:19][CH:18]=2)[CH:5]=[C:6]2[C:10]=1[NH:9][C:8]([C:11]([O:13][CH2:14][CH3:15])=[O:12])=[CH:7]2)[CH3:29]. Conditions: temperature 70 celsius, time 5.5 hour. The solvent is O1CCCC1 (tetrahydrofuran). The product is CC(C)OC=1C=C(C=C2C=C(NC12)C(=O)OCC)OC1=CC=C(C=C1)S(=O)(=O)C (Ethyl 7-(1-methylethoxy)-5-[4-(methylsulfonyl)phenoxy]-1H-indole-2-carboxylate). Isolated yield 84.0%. Reactants: NC=1C=C(C(=O)NC2CCCC2)C=C(C1)N (3,5-diamino-N-cyclopentyl-benzamide), [Li+].[Cl-] (LiCl), N1=CC=CC=C1 (pyridine), C1(CCCC1)C(=O)Cl (cyclopentanecarbonylchloride), CN1CCCC1=O (NMP). Product: C1(CCCC1)NC(C1=CC(=CC(=C1)NC(=O)C1CCCC1)NC(=O)C1CCCC1)=O (N-cyclopentyl-3,5-bis(cyclopentanecarbonylamino)benzamide). Reaction SMILES: [NH2:1][C:2]1[CH:3]=[C:4]([CH:13]=[C:14]([NH2:16])[CH:15]=1)[C:5]([NH:7][CH:8]1[CH2:12][CH2:11][CH2:10][CH2:9]1)=[O:6].[CH:17]1([C:22](Cl)=[O:23])[CH2:21][CH2:20][CH2:19][CH2:18]1.CN1[C:30](=[O:31])[CH2:29][CH2:28][CH2:27]1.[Li+].[Cl-].N1C=CC=[CH:36][CH:35]=1>>[CH:8]1([NH:7][C:5](=[O:6])[C:4]2[CH:13]=[C:14]([NH:16][C:22]([CH:17]3[CH2:21][CH2:20][CH2:19][CH2:18]3)=[O:23])[CH:15]=[C:2]([NH:1][C:30]([CH:29]3[CH2:36][CH2:35][CH2:27][CH2:28]3)=[O:31])[CH:3]=2)[CH2:9][CH2:10][CH2:11][CH2:12]1 |f:3.4|. Reported procedure: from 0.50 g (228 mmol) of 3,5-diamino-N-cyclopentyl-benzamide, 0.71 g (5.35 mmol) of cyclopentanecarbonylchloride, 30 ml of NMP, 5 ml of pyridine and 0.05 g of LiCl according to Method A. Reactants: C1CCOC1 (THF), B1C2CCCC1CCC2 (9-BBN), 4A, resultant mixture, C1(=CC=CC=C1)C([C@H]1N2[C@@H](C[C@H](C1=O)CC2)CCC2=CC=CC=C2)C2=CC=CC=C2 ((2R*,4R*,6R*)-2-Diphenylmethyl-6-phenethylquinuclidin-3-one), COC1=C(CN)C=CC=C1 (2-methoxybenzylamine), resultant mixture. Reagents/catalysts: C12(C(=O)CC(CC1)C2(C)C)CS(=O)(=O)O (camphorsulfonic acid). Solvent: C1(=CC=CC=C1)C (toluene). The product is C1(=CC=CC=C1)C([C@H]1N2[C@@H](C[C@H]([C@H]1NCC1=C(C=CC=C1)OC)CC2)CCC2=CC=CC=C2)C2=CC=CC=C2 ((2R*,3R*,4R*,6R*)-2-Diphenylmethyl-3-(2-methoxybenzylamino)-6-phenethyl-1-azabicyclo[2.2.2]octane). The yield is 23.3%. As a reaction SMILES: [C:1]1([CH:7]([C:25]2[CH:30]=[CH:29][CH:28]=[CH:27][CH:26]=2)[C@@H:8]2[C:13](=O)[C@@H:12]3[CH2:15][CH2:16][N:9]2[C@H:10]([CH2:17][CH2:18][C:19]2[CH:24]=[CH:23][CH:22]=[CH:21][CH:20]=2)[CH2:11]3)[CH:6]=[CH:5][CH:4]=[CH:3][CH:2]=1.[CH3:31][O:32][C:33]1[CH:40]=[CH:39][CH:38]=[CH:37][C:34]=1[CH2:35][NH2:36].C1COCC1.B1C2CCCC1CCC2>C1(C)C=CC=CC=1.C12(CS(O)(=O)=O)C(C)(C)C(CC1)CC2=O>[C:25]1([CH:7]([C:1]2[CH:2]=[CH:3][CH:4]=[CH:5][CH:6]=2)[C@@H:8]2[C@H:13]([NH:36][CH2:35][C:34]3[CH:37]=[CH:38][CH:39]=[CH:40][C:33]=3[O:32][CH3:31])[C@@H:12]3[CH2:15][CH2:16][N:9]2[C@H:10]([CH2:17][CH2:18][C:19]2[CH:20]=[CH:21][CH:22]=[CH:23][CH:24]=2)[CH2:11]3)[CH:26]=[CH:27][CH:28]=[CH:29][CH:30]=1. Reported procedure: Compound 7 (357 mg, 0.904 mmol), 2-methoxybenzylamine (189 mg, 1.38 mmol) and camphorsulfonic acid (2.0 mg) were dissolved in toluene (30 ml), and the resultant mixture was heated at reflux for 3 days under a dehydrating condition with MS 4A. After replacement of the solvent with THF a solution of 9-BBN (0.5M in THF, 5.4 ml) was added, and the resultant mixture was stirred for 4 days at room temperature. After evaporation of the solvent the residue was basified at pH=13, extracted with CH2Cl2, d... Procedure: 0.9 g (8.75 of nitroacetone, 0.58 g (5 mmol) of methyl 3-aminocrotonate and 0.3 ml (5 mmol) of acetic acid are added to 1.17 g (5 mmol) of 3-phenylquinoline-5-aldehyde in 10 ml of ethanol and the mixture is boiled for 1 hour. It is cooled and concentrated. The evaporation residue is purified by means of a silica gel column using chloroform/methanol mixtures. The clean fractions are concentrated, and the evaporation residue is recrystallized from ethyl acetate. 0.6 g of orange-colored crystals of... The reactants are [N+](=O)([O-])CC(C)=O (nitroacetone), N\C(=C/C(=O)OC)\C (methyl 3-aminocrotonate), C(C)(=O)O (acetic acid), C1(=CC=CC=C1)C=1C=NC=2C=CC=C(C2C1)C=O (3-phenylquinoline-5-aldehyde). Solvent: C(C)O (ethanol). Product: CC=1NC(=C(C(C1[N+](=O)[O-])C1=C2C=C(C=NC2=CC=C1)C1=CC=CC=C1)C(=O)OC)C (Methyl 1,4-dihydro-2,6-dimethyl-3-nitro-4-(3-phenylquinolin-5-yl)-pyridine-5-carboxylate). Reaction SMILES: [N+:1]([CH2:4][C:5](=O)[CH3:6])([O-:3])=[O:2].[NH2:8]/[C:9](/[CH3:15])=[CH:10]\[C:11]([O:13][CH3:14])=[O:12].C(O)(=O)C.[C:20]1([C:26]2[CH:27]=[N:28][C:29]3[CH:30]=[CH:31][CH:32]=[C:33]([CH:36]=O)[C:34]=3[CH:35]=2)[CH:25]=[CH:24][CH:23]=[CH:22][CH:21]=1>C(O)C>[CH3:6][C:5]1[NH:8][C:9]([CH3:15])=[C:10]([C:11]([O:13][CH3:14])=[O:12])[CH:36]([C:33]2[CH:32]=[CH:31][CH:30]=[C:29]3[C:34]=2[CH:35]=[C:26]([C:20]2[CH:25]=[CH:24][CH:23]=[CH:22][CH:21]=2)[CH:27]=[N:28]3)[C:4]=1[N+:1]([O-:3])=[O:2]. Reaction conditions: time 1 hour.